This data is from the Open Reaction Database (ORD), a public repository of structured organic reaction records. The task is: describe an organic reaction: reactants, conditions, products, and yield Reactants: CN(C1=NC=CC(=N1)C(F)(F)F)C (2-Dimethylamino-4-trifluoromethylpyrimidine), [OH-].[Na+] (sodium hydroxide), C(O)([O-])=O.[Na+] (sodium hydrogencarbonate), [I-] (iodide). Solvent: CO (methanol), C(C)(=O)OCC (ethyl acetate), O (water), C(C)(=O)OCC (ethyl acetate). Run at temperature 160 celsius. Product: CN(C1=NC=CC(=N1)C(=O)OC)C (2-Dimethylamino-4-methoxycarbonylpyrimidine). Isolated yield 9.3%. As a reaction SMILES: [CH3:1][N:2]([CH3:13])[C:3]1[N:8]=[C:7]([C:9](F)(F)F)[CH:6]=[CH:5][N:4]=1.[OH-:14].[Na+].[C:16](=O)([O-])[OH:17].[Na+].[I-]>C(OCC)(=O)C.O.CO>[CH3:1][N:2]([CH3:13])[C:3]1[N:8]=[C:7]([C:9]([O:17][CH3:16])=[O:14])[CH:6]=[CH:5][N:4]=1 |f:1.2,3.4|. Procedure details: 2-Dimethylamino-4-trifluoromethylpyrimidine (320 mg, 1.7 mmol, Reference Compound No. 1-1) and sodium hydroxide (670 mg, 17 mmol) were suspended in a mixed solvent of methanol (5.0 mL) and water (5.0 mL), and then the mixture was stirred while radiated with microwave for 2 and a half hours at 160° C. in a sealed tube. The reaction mixture was diluted with ethyl acetate (30 mL), and extracted with water (30 mL), and then extracted with saturated aqueous sodium hydrogencarbonate solution (30 mL). ... Reactants: C(C)(C)(C)OC(C(CCC(=O)OC(C)(C)C)NC(=O)C1=CC=C(C=C1)C1=CC=C(C=C1)NC(CC1=CC=CC=C1)=O)=O (2-[(4′-Phenylacetylamino-biphenyl-4-carbonyl)-amino]-pentanedioic acid di-tert-butyl ester), C(=O)(C(F)(F)F)O (TFA). The solvent is ClC(C)Cl (dichloroethane). Reaction conditions: time 3 hour. Product: C1(=CC=CC=C1)CC(=O)NC1=CC=C(C=C1)C1=CC=C(C=C1)C(=O)N[C@@H](CCC(=O)O)C(=O)O (N-({4′ [(phenylacetyl)amino]-1,1′-biphenyl-4-yl}carbonyl)-L-glutamic acid). Isolated yield 84.2%. Reaction SMILES: C([O:5][C:6](=[O:42])[CH:7]([NH:17][C:18]([C:20]1[CH:25]=[CH:24][C:23]([C:26]2[CH:31]=[CH:30][C:29]([NH:32][C:33](=[O:41])[CH2:34][C:35]3[CH:40]=[CH:39][CH:38]=[CH:37][CH:36]=3)=[CH:28][CH:27]=2)=[CH:22][CH:21]=1)=[O:19])[CH2:8][CH2:9][C:10]([O:12]C(C)(C)C)=[O:11])(C)(C)C.C(O)(C(F)(F)F)=O>ClC(Cl)C>[C:35]1([CH2:34][C:33]([NH:32][C:29]2[CH:30]=[CH:31][C:26]([C:23]3[CH:24]=[CH:25][C:20]([C:18]([NH:17][C@H:7]([C:6]([OH:42])=[O:5])[CH2:8][CH2:9][C:10]([OH:12])=[O:11])=[O:19])=[CH:21][CH:22]=3)=[CH:27][CH:28]=2)=[O:41])[CH:40]=[CH:39][CH:38]=[CH:37][CH:36]=1. Procedure: 2-[(4′-Phenylacetylamino-biphenyl-4-carbonyl)-amino]-pentanedioic acid di-tert-butyl ester (45 mg) was dissolved in dichloroethane (3 mL) and added to TFA (1 mL). The mixture was stirred at room temperature for 3 hrs. Reaction was complete as determined by TLC. Solvent was removed and the resulting solid was dried under vacuum overnight. N-({4′ [(phenylacetyl)amino]-1,1′-biphenyl-4-yl}carbonyl)-L-glutamic acid was obtained in 84.2% yield (30.3 mg). MS (ESI) m/z 461. The reactants are C(C)(C)(C)OC(NC1(CC1)C1=NC=CC=N1)=O ((1-Pyrimidin-2-yl-cyclopropyl)-carbamic acid tert-butyl ester), Cl (HCl). Run in C(Cl)Cl (CH2Cl2). Reaction conditions: time 3 hour. The product is Cl.Cl.N1=C(N=CC=C1)C1(CC1)N (1-Pyrimidin-2-yl-cyclopropylamine dihydrochloride). The yield is 79.2%. RXN SMILES: C(OC(=O)[NH:7][C:8]1([C:11]2[N:16]=[CH:15][CH:14]=[CH:13][N:12]=2)[CH2:10][CH2:9]1)(C)(C)C.[ClH:18]>C(Cl)Cl>[ClH:18].[ClH:18].[N:12]1[CH:13]=[CH:14][CH:15]=[N:16][C:11]=1[C:8]1([NH2:7])[CH2:10][CH2:9]1 |f:3.4.5|. Procedure details: (1-Pyrimidin-2-yl-cyclopropyl)-carbamic acid tert-butyl ester (1.60 g, 6.80 mmol) was dissolved in CH2Cl2 (10 mL). HCl solution (4M in 1,4-dioxane, 17 mL, 68 mmol) was added via in one portion via syringe and the solution immediately became cloudy. The reaction was allowed to stir for 3 h. Solvents were removed in vacuo yielding a solid mass that was dried under vacuum to give 1.12 g of the title compound as a light yellow solid, m/z 136.32 [M+1]+.